From a dataset of the Open Reaction Database (ORD), a public repository of structured organic reaction records. describe an organic reaction: reactants, conditions, products, and yield The reactants are OCCC1(O)c2cc(Br)ccc2Oc2c1cc(Cl)nc2F, C1CCOC1, C[Si](C)(C)N=[N+]=[N-]. Product: [N-]=[N+]=NC1(CCO)c2cc(Br)ccc2Oc2c1cc(Cl)nc2F. RXN SMILES: [Br:1][c:2]1[cH:3][c:4]2[c:15]([cH:16][cH:17]1)[O:14][c:7]1[c:6]([cH:11][c:10]([Cl:12])[n:9][c:8]1[F:13])[C:5]2([OH:18])[CH2:19][CH2:20][OH:21].[CH2:29]1[O:30][CH2:31][CH2:32][CH2:33]1.[N:22](=[N+:23]=[N-:24])[Si:25]([CH3:26])([CH3:27])[CH3:28]>>[Br:1][c:2]1[cH:3][c:4]2[c:15]([cH:16][cH:17]1)[O:14][c:7]1[c:6]([cH:11][c:10]([Cl:12])[n:9][c:8]1[F:13])[C:5]2([CH2:19][CH2:20][OH:21])[N:22]=[N+:23]=[N-:24]. Starting materials: BrC=1C(=CN=C2C=C(C(=NC12)OC)F)F (8-bromo-3,7-difluoro-2-(methyloxy)-1,5-naphthyridine), C([O-])([O-])=O.[K+].[K+] (Potassium carbonate), O (water), N1=CC=CC=C1.CC(=C)B1OB(OB(O1)C(=C)C)C(=C)C (pyridine tris(1-methylethenyl)boroxin), O (water). The reagents and catalysts are C=1C=CC(=CC1)[P](C=2C=CC=CC2)(C=3C=CC=CC3)[Pd]([P](C=4C=CC=CC4)(C=5C=CC=CC5)C=6C=CC=CC6)([P](C=7C=CC=CC7)(C=8C=CC=CC8)C=9C=CC=CC9)[P](C=1C=CC=CC1)(C=1C=CC=CC1)C=1C=CC=CC1 (tetrakis(triphenylphosphine)palladium(0)). The solvent is C(OC)COC (dimethoxyethane), CCOCC (ether). Product: FC=1C(=NC2=C(C(=CN=C2C1)F)C(=C)C)OC (3,7-Difluoro-8-(1-methylethenyl)-2-(methyloxy)-1,5-naphthyridine). Reaction SMILES: Br[C:2]1[C:3]([F:15])=[CH:4][N:5]=[C:6]2[C:11]=1[N:10]=[C:9]([O:12][CH3:13])[C:8]([F:14])=[CH:7]2.C(=O)([O-])[O-].[K+].[K+].O.N1C=C[CH:26]=[CH:25][CH:24]=1.CC(B1OB(C(C)=C)OB(C(C)=C)O1)=C>C(COC)OC.C1C=CC([P]([Pd]([P](C2C=CC=CC=2)(C2C=CC=CC=2)C2C=CC=CC=2)([P](C2C=CC=CC=2)(C2C=CC=CC=2)C2C=CC=CC=2)[P](C2C=CC=CC=2)(C2C=CC=CC=2)C2C=CC=CC=2)(C2C=CC=CC=2)C2C=CC=CC=2)=CC=1.CCOCC>[F:14][C:8]1[C:9]([O:12][CH3:13])=[N:10][C:11]2[C:6]([CH:7]=1)=[N:5][CH:4]=[C:3]([F:15])[C:2]=2[C:25]([CH3:26])=[CH2:24] |f:1.2.3,5.6,^1:53,55,74,93|. Procedure: A solution of 8-bromo-3,7-difluoro-2-(methyloxy)-1,5-naphthyridine (1.14 g, 4.15 mmol) and tetrakis(triphenylphosphine)palladium(0) (240 mg, 0.21 mmol) in degassed dimethoxyethane (40 ml) was stirred under argon for 30 minutes. Potassium carbonate (570 mg, 4.2 mmol), water (12 ml) and pyridine-tris(1-methylethenyl)boroxin (1:1) (470 mg, 1.66 mmol) were added the mixture was heated to reflux for 5 hours. The cooled mixture was treated with water (100 ml) and ether (200 ml). The phases were separa... Starting materials: FC(C=1C=C(C=CC1)NC=1C=C(C(=O)OCC)C=CC1)(F)F (ethyl 3-(3-(trifluoromethyl)phenylamino)benzoate), [OH-].[Na+] (sodium hydroxide). The solvent is O1CCOCC1 (dioxane), O (water). Reaction conditions: time 18 hour. The product is FC(C=1C=C(C=CC1)NC=1C=C(C(=O)O)C=CC1)(F)F (3-(3-(trifluoromethyl)phenylamino)benzoic acid). Yield: 99.8%. RXN SMILES: [F:1][C:2]([F:22])([F:21])[C:3]1[CH:4]=[C:5]([NH:9][C:10]2[CH:11]=[C:12]([CH:18]=[CH:19][CH:20]=2)[C:13]([O:15]CC)=[O:14])[CH:6]=[CH:7][CH:8]=1.[OH-].[Na+]>O1CCOCC1.O>[F:1][C:2]([F:21])([F:22])[C:3]1[CH:4]=[C:5]([NH:9][C:10]2[CH:11]=[C:12]([CH:18]=[CH:19][CH:20]=2)[C:13]([OH:15])=[O:14])[CH:6]=[CH:7][CH:8]=1 |f:1.2|. Reported procedure: To a solution of ethyl 3-(3-(trifluoromethyl)phenylamino)benzoate (0.334 g; 1.08 mmol) in dioxane (14 mL) was added a solution of sodium hydroxide (0.130 g; 3.24 mmol) in water (3.24 ml). The mixture was stirred at room temperature for 18 hours and concentrated under reduced pressure to remove the dioxane. The aqueous solution was acidified with 6N hydrochloric acid, extracted with ethyl acetate (2×100 mL), dried and concentrated under reduced pressure to provide 0.303 g (99%) of 3-(3-(trifluoro... Starting materials: BrCc1ccccc1, CC#N, [K+], Cc1ccccc1S(=O)([O-])=S. Product: Cc1ccccc1S(=O)(=S)OCc1ccccc1. RXN SMILES: [Br:13][CH2:14][c:15]1[cH:16][cH:17][cH:18][cH:19][cH:20]1.[CH3:21][C:22]#[N:23].[K+:12].[c:1]1([CH3:11])[c:2]([S:7](=[O:8])([O-:9])=[S:10])[cH:3][cH:4][cH:5][cH:6]1>>[c:1]1([CH3:11])[c:2]([S:7](=[O:8])([O:9][CH2:14][c:15]2[cH:16][cH:17][cH:18][cH:19][cH:20]2)=[S:10])[cH:3][cH:4][cH:5][cH:6]1. The reactants are COC1=C(C=C(C=C1)[N+](=O)[O-])O (2-methoxy-5-nitrophenol), C(C1=CC=CC=C1)Br (benzyl bromide), C([O-])([O-])=O.[Cs+].[Cs+] (cesium carbonate). Solvent: CN(C=O)C (N,N-dimethylformamide). Product: C(C1=CC=CC=C1)OC1=C(C=CC(=C1)[N+](=O)[O-])OC (2-(Benzyloxy)-1-methoxy-4-nitrobenzene). RXN SMILES: [CH3:1][O:2][C:3]1[CH:8]=[CH:7][C:6]([N+:9]([O-:11])=[O:10])=[CH:5][C:4]=1[OH:12].[CH2:13](Br)[C:14]1[CH:19]=[CH:18][CH:17]=[CH:16][CH:15]=1.C(=O)([O-])[O-].[Cs+].[Cs+]>CN(C)C=O>[CH2:13]([O:12][C:4]1[CH:5]=[C:6]([N+:9]([O-:11])=[O:10])[CH:7]=[CH:8][C:3]=1[O:2][CH3:1])[C:14]1[CH:19]=[CH:18][CH:17]=[CH:16][CH:15]=1 |f:2.3.4|. Procedure details: A solution of 2-methoxy-5-nitrophenol (54.3 g, 321 mmol), benzyl bromide (26.5 mL, 223 mmol,) and cesium carbonate (73 g, 223 mmol) is stirred in N,N-dimethylformamide (250 mL) for 24 h at room temperature. The mixture is partitioned between water and ethyl acetate. The layers are separated and the organic layer washed three times with water, once with brine, dried (sodium sulfate), filtered and evaporated to give a crude solid. The crude product is recrystallized from ethyl acetate to yield the... The reactants are COC(CBr)OC (bromoacetaldehyde dimethylacetal), C([O-])(O)=O.[Na+] (sodium bicarbonate), IC1=CC(=NC(=C1)OC)N (4-iodo-6-methoxypyridin-2-amine), solution, Cl (hydrochloric acid). The solvent is O (water), C(C)(=O)OCC (ethyl acetate). Reaction conditions: temperature 80 celsius. The product is IC1=CC=2N(C(=C1)OC)C=CN2 (7-iodo-5-methoxyimidazo[1,2-a]pyridine). As a reaction SMILES: [CH3:1][O:2][CH:3](OC)[CH2:4]Br.Cl.C(=O)(O)[O-].[Na+].[I:14][C:15]1[CH:20]=[C:19](OC)[N:18]=[C:17]([NH2:23])[CH:16]=1>O.C(OCC)(=O)C>[I:14][C:15]1[CH:4]=[C:3]([O:2][CH3:1])[N:23]2[CH:20]=[CH:19][N:18]=[C:17]2[CH:16]=1 |f:2.3|. Reported procedure: To a mixture of bromoacetaldehyde dimethylacetal (4.50 ml, 37.1 mmol) in water (126 ml) was added a 1M solution of hydrochloric acid (8.40 ml, 8.40 mmol). After 2.5 h the reaction mixture was heated to 80° C. resulting in a clear solution. After 40 minutes the reaction mixture was cooled to ambient temperature and sodium bicarbonate (3.83 g, 45.6 mmol) and 4-iodo-6-methoxypyridin-2-amine (5.25 g, 21.0 mmol) were added. After 16 hours the reaction mixture was diluted with ethyl acetate, washed wi... Starting materials: FC=1C=C(N)C=CC1F (3,4-difluoroaniline), C([O-])(O)=O.[Na+] (sodium bicarbonate), CCOCC (ether). Run in ClCC(=O)OC (methyl chloroacetate). Reaction conditions: time 16 hour. Product: COC(CNC1=CC(=C(C=C1)F)F)=O (N-(3,4-Difluorophenyl)glycine methyl ester). RXN SMILES: [F:1][C:2]1[CH:3]=[C:4]([CH:6]=[CH:7][C:8]=1[F:9])[NH2:5].C(=O)(O)[O-:11].[Na+].[CH3:15][CH2:16][O:17][CH2:18]C>ClCC(OC)=O>[CH3:18][O:17][C:16](=[O:11])[CH2:15][NH:5][C:4]1[CH:6]=[CH:7][C:8]([F:9])=[C:2]([F:1])[CH:3]=1 |f:1.2|. Procedure: A suspension of 3,4-difluoroaniline (15.0 g) and sodium bicarbonate (19.5 g) in methyl chloroacetate (15.2 ml) was stirred at 80°-90° under nitrogen for 16 h. The cooled reaction mixture was poured into ether (100 ml) and filtered. The filtrate was washed with 2N aqueous hydrochloric acid (100 ml), dried and concentrated to give a solid (16.5 g) which was recrystallised from dichloromethane (20 ml) and n-hexane (40 ml) to give the title compound (9.21 g), m.p. 71°-73°.